Dataset: the Open Reaction Database (ORD), a public repository of structured organic reaction records. Task: describe an organic reaction: reactants, conditions, products, and yield The reactants are CCN1CCN(C(=O)Cl)C(=O)C1=O, CC(OCc1ccccc1)C(N)C(=O)O, CO, CC(=O)O, ClC(Cl)Cl, O. Yields the product CCN1CCN(C(=O)NC(C(=O)O)C(C)OCc2ccccc2)C(=O)C1=O. RXN SMILES: [CH2:16]([CH3:17])[N:18]1[C:19](=[O:28])[C:20](=[O:27])[N:21]([C:24](=[O:25])[Cl:26])[CH2:22][CH2:23]1.[CH2:1]([c:2]1[cH:3][cH:4][cH:5][cH:6][cH:7]1)[O:8][CH:9]([CH:10]([NH2:11])[C:12](=[O:13])[OH:14])[CH3:15].[CH3:29][OH:30].[CH3:31][C:32](=[O:33])[OH:34].[CH:36]([Cl:37])([Cl:38])[Cl:39].[OH2:35]>>[CH2:1]([c:2]1[cH:3][cH:4][cH:5][cH:6][cH:7]1)[O:8][CH:9]([CH:10]([NH:11][C:24]([N:21]1[C:20](=[O:27])[C:19](=[O:28])[N:18]([CH2:16][CH3:17])[CH2:23][CH2:22]1)=[O:25])[C:12](=[O:13])[OH:14])[CH3:15].